This data is from the Open Reaction Database (ORD), a public repository of structured organic reaction records. The task is: describe an organic reaction: reactants, conditions, products, and yield Starting materials: FC(S(=O)(=O)OS(=O)(=O)C(F)(F)F)(F)F (Trifluoromethane sulphonic anhydride), COC(CCC1=CC(=C(C(=C1)CC=C)O)CC=C)=O (methyl-3(3,5-diallyl-4-hydroxyphenyl)propionate). Run in N1=CC=CC=C1 (pyridine). Run at time 16 hour. Product: COC(CCC1=CC(=C(C(=C1)CC=C)OS(=O)(=O)C(F)(F)F)CC=C)=O (methyl-3-[3,5-diallyl-4-(trifluoromethylsulphonyloxy)phenyl]propionate). Yield: 149.8%. RXN SMILES: [F:1][C:2]([F:15])([F:14])[S:3]([O:6]S(C(F)(F)F)(=O)=O)(=[O:5])=[O:4].[CH3:16][O:17][C:18](=[O:34])[CH2:19][CH2:20][C:21]1[CH:26]=[C:25]([CH2:27][CH:28]=[CH2:29])[C:24](O)=[C:23]([CH2:31][CH:32]=[CH2:33])[CH:22]=1>N1C=CC=CC=1>[CH3:16][O:17][C:18](=[O:34])[CH2:19][CH2:20][C:21]1[CH:22]=[C:23]([CH2:31][CH:32]=[CH2:33])[C:24]([O:6][S:3]([C:2]([F:15])([F:14])[F:1])(=[O:5])=[O:4])=[C:25]([CH2:27][CH:28]=[CH2:29])[CH:26]=1. Procedure: Trifluoromethane sulphonic anhydride (1.68 g) was added dropwise at 0-5° C. to a stirred solution of methyl-3(3,5-diallyl-4-hydroxyphenyl)propionate (2.5 g) in dry pyridine (20 ml). The mixture was then stirred at ambient temperature for a further 16 hours. The pyridine was removed by evaporation. The residue was treated with water (30 ml) and the mixture was extracted with ether (3×30 ml). The ethereal extracts were combined, washed with water (30 ml), dried (MgSO4) and evaporated. The residue ...